Dataset: the Open Reaction Database (ORD), a public repository of structured organic reaction records. Task: describe an organic reaction: reactants, conditions, products, and yield Reactants: BrC=1N(C=CN1)C1=NC=2N([C@@H](C(N(C2C=N1)C)=O)CC)C1CCCC1 ((R)-2-(2-bromo-1H-imidazol-1-yl)-8-cyclopentyl-7-ethyl-5-methyl-7,8-dihydropteridin-6(5H)-one), N1CCCC1 (pyrrolidine), C(Cl)(Cl)Cl (CHCl3), C=1C=CC(=CC1)P(C=2C=CC=CC2)C3=CC=C4C=CC=CC4=C3C5=C6C=CC=CC6=CC=C5P(C=7C=CC=CC7)C=8C=CC=CC8 (BINAP), C(=O)([O-])[O-].[K+].[K+] (K2CO3). The reagents and catalysts are C=1C=CC(=CC1)/C=C/C(=O)/C=C/C2=CC=CC=C2.C=1C=CC(=CC1)/C=C/C(=O)/C=C/C2=CC=CC=C2.C=1C=CC(=CC1)/C=C/C(=O)/C=C/C2=CC=CC=C2.[Pd].[Pd] (Pd2dba3). Run in CCOC(=O)C (EtOAc), CC(C)(C)O (t-BuOH). Run at temperature 130 celsius. Yields the product C1(CCCC1)N1[C@@H](C(N(C=2C=NC(=NC12)N1C(=NC=C1)N1CCCC1)C)=O)CC ((R)-8-cyclopentyl-7-ethyl-5-methyl-2-(2-(pyrrolidin-1-yl)-1H-imidazol-1-yl)-7,8-dihydropteridin-6(5H)-one). The yield is 38.3%. Reaction SMILES: Br[C:2]1[N:3]([C:7]2[N:16]=[CH:15][C:14]3[N:13]([CH3:17])[C:12](=[O:18])[C@@H:11]([CH2:19][CH3:20])[N:10]([CH:21]4[CH2:25][CH2:24][CH2:23][CH2:22]4)[C:9]=3[N:8]=2)[CH:4]=[CH:5][N:6]=1.[NH:26]1[CH2:30][CH2:29][CH2:28][CH2:27]1.C(Cl)(Cl)Cl.C1C=CC(P(C2C(C3C(P(C4C=CC=CC=4)C4C=CC=CC=4)=CC=C4C=3C=CC=C4)=C3C(C=CC=C3)=CC=2)C2C=CC=CC=2)=CC=1.C([O-])([O-])=O.[K+].[K+]>CC(O)(C)C.CCOC(C)=O.C1C=CC(/C=C/C(/C=C/C2C=CC=CC=2)=O)=CC=1.C1C=CC(/C=C/C(/C=C/C2C=CC=CC=2)=O)=CC=1.C1C=CC(/C=C/C(/C=C/C2C=CC=CC=2)=O)=CC=1.[Pd].[Pd]>[CH:21]1([N:10]2[C:9]3[N:8]=[C:7]([N:3]4[CH:4]=[CH:5][N:6]=[C:2]4[N:26]4[CH2:30][CH2:29][CH2:28][CH2:27]4)[N:16]=[CH:15][C:14]=3[N:13]([CH3:17])[C:12](=[O:18])[C@H:11]2[CH2:19][CH3:20])[CH2:25][CH2:24][CH2:23][CH2:22]1 |f:4.5.6,9.10.11.12.13|. Procedure: (R)-2-(2-bromo-1H-imidazol-1-yl)-8-cyclopentyl-7-ethyl-5-methyl-7,8-dihydropteridin-6(5H)-one (Example 65, 150 mg, 0.37 mmol), pyrrolidine (52 mg, 0.74 mmol), Pd2dba3.CHCl3 (76 mg, 0.074 mmol), BINAP (69 mg, 0.11 mmol) and K2CO3 (153 mg, 1.11 mmol) were dissolved in 1 mL of degassed t-BuOH and the resulting solution was heated at 130° C. for 18 h. The reaction mixture was diluted with EtOAc and washed with brine. The organic extracts were dried with Na2SO4, filtered and evaporated, and the resid... The reactants are BrCc1ccc(Br)cc1, O=C([O-])[O-], CCCc1cc(C(=O)OCC)[nH]n1, [K+], [K+], CN(C)C=O. RXN SMILES: [Br:14][c:15]1[cH:16][cH:17][c:18]([CH2:19][Br:20])[cH:21][cH:22]1.[C:23](=[O:24])([O-:25])[O-:26].[CH2:1]([CH2:2][CH3:3])[c:4]1[n:5][nH:6][c:7]([C:9](=[O:10])[O:11][CH2:12][CH3:13])[cH:8]1.[K+:27].[K+:28].[O:29]=[CH:30][N:31]([CH3:32])[CH3:33]>>[CH2:1]([CH2:2][CH3:3])[c:4]1[n:5]([CH2:19][c:18]2[cH:17][cH:16][c:15]([Br:14])[cH:22][cH:21]2)[n:6][c:7]([C:9](=[O:10])[O:11][CH2:12][CH3:13])[cH:8]1. Yields the product CCCc1cc(C(=O)OCC)nn1Cc1ccc(Br)cc1. Reactants: CC1(OC2=CC=C(C=C2C(C1O)C=1C(N(C=CC1)C)=O)N)C (2,2-dimethyl-4-(1-methyl-1,2-dihydro-2-oxo-3-pyridyl)-6-amino-3-chromanol), C(=O)O (formic acid). The solvent is N1=CC=CC=C1 (pyridine). The product is CC1(OC2=CC=C(C=C2C(C1O)C=1C(N(C=CC1)C)=O)NC=O)C (2,2-dimethyl-4-(1-methyl-1,2-dihydro-2-oxo-3-pyridyl)-6-formamido-3-chromanol). RXN SMILES: [CH3:1][C:2]1([CH3:22])[CH:11]([OH:12])[CH:10]([C:13]2[C:14](=[O:20])[N:15]([CH3:19])[CH:16]=[CH:17][CH:18]=2)[C:9]2[C:4](=[CH:5][CH:6]=[C:7]([NH2:21])[CH:8]=2)[O:3]1.[CH:23](O)=[O:24]>N1C=CC=CC=1>[CH3:1][C:2]1([CH3:22])[CH:11]([OH:12])[CH:10]([C:13]2[C:14](=[O:20])[N:15]([CH3:19])[CH:16]=[CH:17][CH:18]=2)[C:9]2[C:4](=[CH:5][CH:6]=[C:7]([NH:21][CH:23]=[O:24])[CH:8]=2)[O:3]1. Procedure details: A solution of 1 g of 2,2-dimethyl-4-(1-methyl-1,2-dihydro-2-oxo-3-pyridyl)-6-amino-3-chromanol in15 ml of formic acid and 1 ml of pyridine is boiled for 24 hours and evaporated. Customary working up gives 2,2-dimethyl-4-(1-methyl-1,2-dihydro-2-oxo-3-pyridyl)-6-formamido-3-chromanol. The reactants are COc1ccc(Br)cc1, O=C([O-])[O-], CN(C)C=O, Cl[Cu], [K+], [K+], c1nc[nH]n1. Yields the product COc1ccc(-n2cncn2)cc1. RXN SMILES: [Br:6][c:7]1[cH:8][cH:9][c:10]([O:13][CH3:14])[cH:11][cH:12]1.[C:15](=[O:16])([O-:17])[O-:18].[CH3:23][N:24]([CH3:25])[CH:26]=[O:27].[Cu:21][Cl:22].[K+:19].[K+:20].[nH:1]1[n:2][cH:3][n:4][cH:5]1>>[n:1]1(-[c:7]2[cH:8][cH:9][c:10]([O:13][CH3:14])[cH:11][cH:12]2)[n:2][cH:3][n:4][cH:5]1.